This data is from the Open Reaction Database (ORD), a public repository of structured organic reaction records. The task is: describe an organic reaction: reactants, conditions, products, and yield The reactants are C(C)OC(C(CC=1C(=NC(=NC1)Cl)Cl)C1=CC=NC=C1)=O (3-(2,4-dichloro-pyrimidin-5-yl)-2-pyridin-4-yl-propionic acid ethyl ester), NC1=CC=CC=C1 (aniline). Conditions: temperature 120 celsius. Yields the product C(C)OC(C(CC=1C(=NC(=NC1)NC1=CC=CC=C1)NC1=CC=CC=C1)C1=CC=NC=C1)=O (3-(2,4-diphenylamino-pyrimidin-5-yl)-2-pyridin-4-yl-propionic acid ethyl ester). As a reaction SMILES: [CH2:1]([O:3][C:4](=[O:21])[CH:5]([C:15]1[CH:20]=[CH:19][N:18]=[CH:17][CH:16]=1)[CH2:6][C:7]1[C:8](Cl)=[N:9][C:10](Cl)=[N:11][CH:12]=1)[CH3:2].[NH2:22][C:23]1[CH:28]=[CH:27][CH:26]=[CH:25][CH:24]=1>>[CH2:1]([O:3][C:4](=[O:21])[CH:5]([C:15]1[CH:20]=[CH:19][N:18]=[CH:17][CH:16]=1)[CH2:6][C:7]1[C:8]([NH:22][C:23]2[CH:28]=[CH:27][CH:26]=[CH:25][CH:24]=2)=[N:9][C:10]([NH:22][C:23]2[CH:28]=[CH:27][CH:26]=[CH:25][CH:24]=2)=[N:11][CH:12]=1)[CH3:2]. Procedure: A mixture of 3-(2,4-dichloro-pyrimidin-5-yl)-2-pyridin-4-yl-propionic acid ethyl ester (0.68 g, 2.0 mmol) (from Example 9a supra) and aniline (3.0 mL) (Aldrich) was heated at 120° C. for 2 hours. The reaction mixture was washed with hexanes (50 mL×3) and the supernatant was decanted off after each time. The residue was then dissolved in ethyl acetate (100 mL) and successively washed with saturated aqueous ammonium chloride solution (30 mL), water (30 mL) and brine (30 mL), dried over anhydrous s... Starting materials: Cl.S1C2=C(C=C1C1(CCC3(OCCO3)CC1)N(C)C)C=CC=C2 ((8-Benzo[b]thiophen-2-yl-1,4-dioxa-spiro[4.5]dec-8-yl)-dimethyl-amine hydrochloride), Cl (hydrochloric acid). Solvent: O (water). Conditions: time 3 day. The product is S1C2=C(C=C1C1(CCC(CC1)=O)N(C)C)C=CC=C2 (4-Benzo[b]thiophen-2-yl-4-dimethylamino-cyclohexanone). RXN SMILES: Cl.[S:2]1[C:6]([C:7]2([N:17]([CH3:19])[CH3:18])[CH2:16][CH2:15][C:10]3(OCC[O:11]3)[CH2:9][CH2:8]2)=[CH:5][C:4]2[CH:20]=[CH:21][CH:22]=[CH:23][C:3]1=2.Cl>O>[S:2]1[C:6]([C:7]2([N:17]([CH3:18])[CH3:19])[CH2:16][CH2:15][C:10](=[O:11])[CH2:9][CH2:8]2)=[CH:5][C:4]2[CH:20]=[CH:21][CH:22]=[CH:23][C:3]1=2 |f:0.1|. Procedure: (8-Benzo[b]thiophen-2-yl-1,4-dioxa-spiro[4.5]dec-8-yl)-dimethyl-amine hydrochloride (0.60 g, 1.7 mmol) was dissolved in water (0.8 ml), concentrated hydrochloric acid (1.04 ml, 151 mmol) was added and the mixture was stirred at room temperature for 3 d. When the hydrolysis had ended, the reaction mixture was extracted with diethyl ether (2×25 ml) and the aqueous phase was rendered alkaline with 5 N sodium hydroxide solution, the mixture was extracted with methylene chloride (3×25 ml) and the ext... Reactants: C(#N)[BH3-].[Na+] (sodium cyanoborohydride), [OH-].[Na+] (NaOH), [N+](=O)([O-])C1=CC=C(C=C1)CC(C)=O (4-Nitrophenylacetone), Cl.[N+](=O)([O-])C1=CC=C(C=C1)CCN1CCNCC1 (1-[2-(4-nitrophenyl)ethyl]piperazine hydrochloride). The reagents and catalysts are CC([O-])C.[Ti+4].CC([O-])C.CC([O-])C.CC([O-])C (Titanium(IV) Isopropoxide). Solvent: C(C)O (Ethanol). Run at time 1 hour. Product: [N+](=O)([O-])C1=CC=C(C=C1)CCN1CCN(CC1)C(CC1=CC=C(C=C1)[N+](=O)[O-])C (1-[2-(4-nitrophenyl)ethyl]-4-[1-(4-nitrophenyl)propan-2-yl]piperazine). As a reaction SMILES: [N+:1]([C:4]1[CH:9]=[CH:8][C:7]([CH2:10][C:11](=O)[CH3:12])=[CH:6][CH:5]=1)([O-:3])=[O:2].Cl.[N+:15]([C:18]1[CH:23]=[CH:22][C:21]([CH2:24][CH2:25][N:26]2[CH2:31][CH2:30][NH:29][CH2:28][CH2:27]2)=[CH:20][CH:19]=1)([O-:17])=[O:16].C([BH3-])#N.[Na+].[OH-].[Na+]>CC(C)[O-].[Ti+4].CC(C)[O-].CC(C)[O-].CC(C)[O-].C(O)C>[N+:15]([C:18]1[CH:23]=[CH:22][C:21]([CH2:24][CH2:25][N:26]2[CH2:27][CH2:28][N:29]([CH:11]([CH3:12])[CH2:10][C:7]3[CH:8]=[CH:9][C:4]([N+:1]([O-:3])=[O:2])=[CH:5][CH:6]=3)[CH2:30][CH2:31]2)=[CH:20][CH:19]=1)([O-:17])=[O:16] |f:1.2,3.4,5.6,7.8.9.10.11|. Procedure details: 4-Nitrophenylacetone (33 mg, 0.18 mmol) and 1-[2-(4-nitrophenyl)ethyl]piperazine hydrochloride (50 mg, 0.18 mmol) were added to Titanium(IV) Isopropoxide (110 μl, 0.37 mmol) and stirred for 1 hour. Ethanol was added followed by sodium cyanoborohydride (23 mg, 0.37 mmol) and stirred at room temperature overnight. Poured into 1N NaOH and extracted with ethyl acetate then washed with brine, dried and evaporated to dryness. The residue was purified by mass directed HPLC to yield 1-[2-(4-nitrophenyl)...